Dataset: the Open Reaction Database (ORD), a public repository of structured organic reaction records. Task: describe an organic reaction: reactants, conditions, products, and yield Starting materials: C(C)(C)(C)OC(=O)N1CC(CC1)(C)O (3-hydroxy-3-methylpyrrolidine-carboxylic acid tert-butyl ester), C(=O)(Cl)Cl (phosgene). Solvent: C1CCOC1 (THF), C1(=CC=CC=C1)C (toluene). Conditions: time 16 hour. Product: C(C)(C)(C)OC(=O)N1CC(CC1)(C)OC(=O)Cl (3-Chlorocarbonyloxy-3-methyl-pyrrolidine-1-carboxylic acid tert-butyl ester). RXN SMILES: [C:1]([O:5][C:6]([N:8]1[CH2:12][CH2:11][C:10]([OH:14])([CH3:13])[CH2:9]1)=[O:7])([CH3:4])([CH3:3])[CH3:2].[C:15](Cl)([Cl:17])=[O:16]>C1COCC1.C1(C)C=CC=CC=1>[C:1]([O:5][C:6]([N:8]1[CH2:12][CH2:11][C:10]([O:14][C:15]([Cl:17])=[O:16])([CH3:13])[CH2:9]1)=[O:7])([CH3:4])([CH3:2])[CH3:3]. Procedure details: A solution of 3-hydroxy-3-methylpyrrolidine-carboxylic acid tert-butyl ester (200 mg, 1.00 mmol) in THF (4 mL) was slowly treated with phosgene 20% in toluene (0.954 mL). After stirring at rt for 16 h, solvents were removed under reduced pressure and co-evaporate with CH2Cl2. The crude 3-chlorocarbonyloxy-3-methylpyrrolidine-carboxylic acid tert-butyl ester was used directly in the next step. Reactants: FC=1N(C=C(N1)CCCO)C(C1=CC=CC=C1)(C1=CC=CC=C1)C1=CC=CC=C1 (2-fluoro-4-(3-hydroxypropyl)-1-triphenylmethylimidazole), C1(=CC=CC=C1)N=C=O (phenylisocyanate), materials. The solvent is N1=CC=CC=C1 (pyridine). Product: FC=1N(C=C(N1)CCCOC(NC1=CC=CC=C1)=O)C(C1=CC=CC=C1)(C1=CC=CC=C1)C1=CC=CC=C1 (2-fluoro-4-(3-phenylcarbamoyloxypropyl)-1-triphenylmethylimidazole). RXN SMILES: [F:1][C:2]1[N:3]([C:11]([C:24]2[CH:29]=[CH:28][CH:27]=[CH:26][CH:25]=2)([C:18]2[CH:23]=[CH:22][CH:21]=[CH:20][CH:19]=2)[C:12]2[CH:17]=[CH:16][CH:15]=[CH:14][CH:13]=2)[CH:4]=[C:5]([CH2:7][CH2:8][CH2:9][OH:10])[N:6]=1.[C:30]1([N:36]=[C:37]=[O:38])[CH:35]=[CH:34][CH:33]=[CH:32][CH:31]=1>N1C=CC=CC=1>[F:1][C:2]1[N:3]([C:11]([C:24]2[CH:29]=[CH:28][CH:27]=[CH:26][CH:25]=2)([C:12]2[CH:17]=[CH:16][CH:15]=[CH:14][CH:13]=2)[C:18]2[CH:19]=[CH:20][CH:21]=[CH:22][CH:23]=2)[CH:4]=[C:5]([CH2:7][CH2:8][CH2:9][O:10][C:37](=[O:38])[NH:36][C:30]2[CH:35]=[CH:34][CH:33]=[CH:32][CH:31]=2)[N:6]=1. Reported procedure: A solution of 2-fluoro-4-(3-hydroxypropyl)-1-triphenylmethylimidazole in pyridine was treated with phenylisocyanate at ambient temperature. Work up as for the starting materials of Example 9 gave 2-fluoro-4-(3-phenylcarbamoyloxypropyl)-1-triphenylmethylimidazole, having the following n.m.r. spectrum in d6DMSO: 1.87 (m, 2H); 2.48 (t, 2H); 4.08 (t, 2H); 6.31 (s, 1H); 7.0-7.5 (m, 20H); 9.34 (br, 1H). The reactants are FC1=CC=C(C=C1)NC(=O)C=1C=NC(=NC1)OCC(=O)O ([5-(4-fluorophenylcarbamoyl)pyrimidin-2-yloxy]acetic acid), CNC1=CC=CC=C1 (N-methylaniline). Product: FC1=CC=C(C=C1)NC(=O)C=1C=NC(=NC1)OCC(N(C1=CC=CC=C1)C)=O (2-[(Methylphenylcarbamoyl)methoxy]pyrimidine-5-carboxylic acid (4-fluorophenyl)amide). Yield: 70.0%. Reaction SMILES: [F:1][C:2]1[CH:7]=[CH:6][C:5]([NH:8][C:9]([C:11]2[CH:12]=[N:13][C:14]([O:17][CH2:18][C:19]([OH:21])=O)=[N:15][CH:16]=2)=[O:10])=[CH:4][CH:3]=1.[CH3:22][NH:23][C:24]1[CH:29]=[CH:28][CH:27]=[CH:26][CH:25]=1>>[F:1][C:2]1[CH:3]=[CH:4][C:5]([NH:8][C:9]([C:11]2[CH:16]=[N:15][C:14]([O:17][CH2:18][C:19](=[O:21])[N:23]([CH3:22])[C:24]3[CH:29]=[CH:28][CH:27]=[CH:26][CH:25]=3)=[N:13][CH:12]=2)=[O:10])=[CH:6][CH:7]=1. Procedure: The titled compound was prepared from [5-(4-fluorophenylcarbamoyl)pyrimidin-2-yloxy]acetic acid using N-methylaniline (23 μL, 0.21 mmol) as the coupling partner. Concentration (no chromatography) yielded 45 mg (70%) of the titled compound. ESI-MS m/z 381 (MH+), 379 (M−H−). Solvent: CO (methanol). Procedure details: The obtained 1-(4-diethylcarbamoylphenyl)-1-(2-methoxyphenyl)methyl acetate was dissolved in methanol (280 ml), added with 10% palladium/carbon (7 g) and ammonium formate (28.44 g) under argon atmosphere and stirred at 60° C. for 2 hours. After insoluble matters were removed by filtration, the solvent was evaporated under reduced pressure to obtain 2-(4-diethylcarbamoylbenzyl)anisole. Starting materials: C(C)(=O)OC(C1=C(C=CC=C1)OC)C1=CC=C(C=C1)C(N(CC)CC)=O (1-(4-diethylcarbamoylphenyl)-1-(2-methoxyphenyl)methyl acetate), C(=O)[O-].[NH4+] (ammonium formate). The product is C(C)N(C(=O)C1=CC=C(CC2=C(C=CC=C2)OC)C=C1)CC (2-(4-diethylcarbamoylbenzyl)anisole). Conditions: temperature 60 celsius, time 2 hour. Reagents/catalysts: [Pd] (palladium/carbon). As a reaction SMILES: C(O[CH:5]([C:14]1[CH:19]=[CH:18][C:17]([C:20](=[O:26])[N:21]([CH2:24][CH3:25])[CH2:22][CH3:23])=[CH:16][CH:15]=1)[C:6]1[CH:11]=[CH:10][CH:9]=[CH:8][C:7]=1[O:12][CH3:13])(=O)C.C([O-])=O.[NH4+]>CO.[Pd]>[CH2:24]([N:21]([CH2:22][CH3:23])[C:20]([C:17]1[CH:18]=[CH:19][C:14]([CH2:5][C:6]2[CH:11]=[CH:10][CH:9]=[CH:8][C:7]=2[O:12][CH3:13])=[CH:15][CH:16]=1)=[O:26])[CH3:25] |f:1.2|.